describe an organic reaction: reactants, conditions, products, and yield From a dataset of the Open Reaction Database (ORD), a public repository of structured organic reaction records. Reactants: COC=C1C(=O)NC(=O)c2ccc(Br)cc21, CN1CCN(c2ccc(N)cc2)CC1, CN(C)C=O, O. Product: CN1CCN(c2ccc(NC=C3C(=O)NC(=O)c4ccc(Br)cc43)cc2)CC1. As a reaction SMILES: [Br:1][c:2]1[cH:3][c:4]2[c:9]([cH:10][cH:11]1)[C:8](=[O:12])[NH:7][C:6](=[O:13])[C:5]2=[CH:14][O:15][CH3:16].[CH3:17][N:18]1[CH2:19][CH2:20][N:21]([c:24]2[cH:25][cH:26][c:27]([NH2:30])[cH:28][cH:29]2)[CH2:22][CH2:23]1.[CH3:32][N:33]([CH3:34])[CH:35]=[O:36].[OH2:31]>>[Br:1][c:2]1[cH:3][c:4]2[c:9]([cH:10][cH:11]1)[C:8](=[O:12])[NH:7][C:6](=[O:13])[C:5]2=[CH:14][NH:30][c:27]1[cH:26][cH:25][c:24]([N:21]2[CH2:20][CH2:19][N:18]([CH3:17])[CH2:23][CH2:22]2)[cH:29][cH:28]1.